Dataset: the Open Reaction Database (ORD), a public repository of structured organic reaction records. Task: describe an organic reaction: reactants, conditions, products, and yield Yields the product FC(OC1=C(C=CC=C1)/C=C/C(C(=O)OCC)=O)F ((E)-Ethyl 4-[2-(difluoromethoxy)phenyl]-2-oxobut-3-enoate). Run at temperature 100 celsius. Procedure: A suspension of 2-(difluoromethoxy)benzaldehyde (295 g, 1714 mmol) and ethyl (triphenylphosphoranylidene)pyruvate (279.1 g, 742 mmol) was heated at 100° C. The dark red aldehyde immediately decolorized, and a yellow suspension was obtained, which slowly changed to a dark brown solution. 2-(Difluoromethoxy)benzaldehyde (52.5 g, 305 mmol) was added to the reaction mixture. Residual aldehyde was separated from the reaction mixture by distillation. The resulting mixture was stirred in heptane (500 m... RXN SMILES: [F:1][CH:2]([F:12])[O:3][C:4]1[CH:11]=[CH:10][CH:9]=[CH:8][C:5]=1[CH:6]=O.C1(P(=[CH:32][C:33](=[O:39])[C:34]([O:36][CH2:37][CH3:38])=[O:35])(C2C=CC=CC=2)C2C=CC=CC=2)C=CC=CC=1>>[F:1][CH:2]([F:12])[O:3][C:4]1[CH:11]=[CH:10][CH:9]=[CH:8][C:5]=1/[CH:6]=[CH:32]/[C:33](=[O:39])[C:34]([O:36][CH2:37][CH3:38])=[O:35]. Yield: 109.0%. Reactants: FC(OC1=C(C=O)C=CC=C1)F (2-(Difluoromethoxy)benzaldehyde), FC(OC1=C(C=O)C=CC=C1)F (2-(difluoromethoxy)benzaldehyde), C1(=CC=CC=C1)P(C1=CC=CC=C1)(C1=CC=CC=C1)=CC(C(=O)OCC)=O (ethyl (triphenylphosphoranylidene)pyruvate), aldehyde. Reactants: C(C)(C)C=1NCCCN1 (2-isopropyl-1, 4, 5, 6-tetrahydropyrimidine), [H][H] (hydrogen), [H][H].N#N (H2 N2). Reagents/catalysts: [Pt] (platinum). Solvent: N1=CC=CC=C1 (pyridine). Yields the product C(C)(C)C1=NC=CC=N1 (2-isopropylpyrimidine). The yield is 73.0%. Reaction SMILES: [CH:1]([C:4]1[NH:5][CH2:6][CH2:7][CH2:8][N:9]=1)([CH3:3])[CH3:2].[H][H].[H][H].N#N>N1C=CC=CC=1.[Pt]>[CH:1]([C:4]1[N:9]=[CH:8][CH:7]=[CH:6][N:5]=1)([CH3:3])[CH3:2] |f:2.3|. Procedure details: A solution of 70 g of 2-isopropyl-1, 4, 5, 6-tetrahydropyrimidine in 100 ml of pyridine was fed at about 1 ml/min to a column 1"×20" containing about 50 g of 0.5 percent platinum on α-alumina at 300° to 325° C. while sweeping out the column with a mixture of nitrogen and hydrogen. The catalyst had been activated by passing a 2:1 H2 /N2 stream over the bed for two hours. The effluent was distilled giving 2-isopropylpyrimidine at 152° to 155° C. The yield was 73 percent. Starting materials: C(C1CCCO1)Br (Tetrahydrofurfuryl bromide), N1(CCCC1)CCOC1=CC=C(C=C1)NC1=NN2C(C=CC=C2C=2C=C(C=CC2)O)=N1 (3-{2-[4-(2-pyrrolidin-1-yl-ethoxy)-phenylamino]-[1,2,4]triazolo[1,5-a]pyridin-5-yl}-phenol), C([O-])([O-])=O.[K+].[K+] (potassium carbonate). Run in CN(C=O)C (dimethylformamide). Conditions: temperature 80 celsius. Yields the product N1(CCCC1)CCOC1=CC=C(C=C1)NC1=NN2C(C=CC=C2C2=CC(=CC=C2)OCC2OCCC2)=N1 ([4-(2-Pyrrolidin-1-yl-ethoxy)-phenyl]-{5-[3-(tetrahydro-furan-2-ylmethoxy)-phenyl]-[1,2,4]triazolo[1,5-a]pyridin-2-yl}-amine). RXN SMILES: [CH2:1](Br)[CH:2]1[O:6][CH2:5][CH2:4][CH2:3]1.[N:8]1([CH2:13][CH2:14][O:15][C:16]2[CH:21]=[CH:20][C:19]([NH:22][C:23]3[N:38]=[C:26]4[CH:27]=[CH:28][CH:29]=[C:30]([C:31]5[CH:32]=[C:33]([OH:37])[CH:34]=[CH:35][CH:36]=5)[N:25]4[N:24]=3)=[CH:18][CH:17]=2)[CH2:12][CH2:11][CH2:10][CH2:9]1.C(=O)([O-])[O-].[K+].[K+]>CN(C)C=O>[N:8]1([CH2:13][CH2:14][O:15][C:16]2[CH:21]=[CH:20][C:19]([NH:22][C:23]3[N:38]=[C:26]4[CH:27]=[CH:28][CH:29]=[C:30]([C:31]5[CH:36]=[CH:35][CH:34]=[C:33]([O:37][CH2:1][CH:2]6[CH2:3][CH2:4][CH2:5][O:6]6)[CH:32]=5)[N:25]4[N:24]=3)=[CH:18][CH:17]=2)[CH2:9][CH2:10][CH2:11][CH2:12]1 |f:2.3.4|. Procedure details: Tetrahydrofurfuryl bromide (20 mg, 0.18 mmol) was added to a stirred solution of 3-{2-[4-(2-pyrrolidin-1-yl-ethoxy)-phenylamino]-[1,2,4]triazolo[1,5-a]pyridin-5-yl}-phenol (50 mg, 0.12 mmol) and potassium carbonate (25 mg, 0.18 mmol) in dimethylformamide (1.5 ml). The mixture was heated overnight at 80° C. then cooled and transferred to a vial for purification by preparatory HPLC. RT: 2.70 min, MI: 500.22, Method: 2.